Dataset: the Open Reaction Database (ORD), a public repository of structured organic reaction records. Task: describe an organic reaction: reactants, conditions, products, and yield Reactants: C1CCOC1, CC(C)(C(N)=O)c1cc2cc([N+](=O)[O-])ccc2[nH]1, Cl. Yields the product CC(C)(CN)c1cc2cc([N+](=O)[O-])ccc2[nH]1. Reaction SMILES: [CH2:20]1[O:21][CH2:22][CH2:23][CH2:24]1.[CH3:1][C:2]([C:3](=[O:4])[NH2:5])([CH3:6])[c:7]1[nH:8][c:9]2[cH:10][cH:11][c:12]([N+:16](=[O:17])[O-:18])[cH:13][c:14]2[cH:15]1.[ClH:19]>>[CH3:1][C:2]([CH2:3][NH2:5])([CH3:6])[c:7]1[nH:8][c:9]2[cH:10][cH:11][c:12]([N+:16](=[O:17])[O-:18])[cH:13][c:14]2[cH:15]1. Starting materials: O (water), [OH-].[Na+] (NaOH), OO (hydrogenperoxide), CC1(NC(CC(C1)NC1=NC=CC(=N1)N1C=C(C2=CC=CC=C12)C#N)(C)C)C (1-[2-(2,2,6,6-Tetramethyl-piperidin-4-ylamino)-pyrimidin-4-yl]-1H-indole-3-carbonitrile). Solvent: CCOCC (ether), CCO (EtOH). Reaction conditions: time 8 hour. Product: CC1(NC(CC(C1)NC1=NC=CC(=N1)N1C=C(C2=CC=CC=C12)C(=O)N)(C)C)C (1-[2-(2,2,6,6-Tetramethyl-piperidin-4-ylamino)-pyrimidin-4-yl]-1H-indole-3-carboxylic acid amide). The yield is 57.0%. Reaction SMILES: [CH3:1][C:2]1([CH3:28])[CH2:7][CH:6]([NH:8][C:9]2[N:14]=[C:13]([N:15]3[C:23]4[C:18](=[CH:19][CH:20]=[CH:21][CH:22]=4)[C:17]([C:24]#[N:25])=[CH:16]3)[CH:12]=[CH:11][N:10]=2)[CH2:5][C:4]([CH3:27])([CH3:26])[NH:3]1.[OH-:29].[Na+].OO.O>CCO.CCOCC>[CH3:1][C:2]1([CH3:28])[CH2:7][CH:6]([NH:8][C:9]2[N:14]=[C:13]([N:15]3[C:23]4[C:18](=[CH:19][CH:20]=[CH:21][CH:22]=4)[C:17]([C:24]([NH2:25])=[O:29])=[CH:16]3)[CH:12]=[CH:11][N:10]=2)[CH2:5][C:4]([CH3:27])([CH3:26])[NH:3]1 |f:1.2|. Reported procedure: 1-[2-(2,2,6,6-Tetramethyl-piperidin-4-ylamino)-pyrimidin-4-yl]-1H-indole-3-carbonitrile (Example 208, 100 mg, 0.27 mmol) was dissolved in EtOH (3 ml), treated with 10N-NaOH (1 ml) and hydrogenperoxide (30%, 1 ml) and the resulting mixture was stirred vigorously overnight. After addition of water (50 ml) the mixture was extracted with ethylacetate. Crystallisation with ether finally gave 60 mg (0.15 mmol, 57%) of the desired compound. Reactants: OCCN1C(=NCC1)CCCCCCCCCCC (1-(2-Hyrdoxyethyl)-2-undecyl-2-imidazoline), C(C)(=O)O (acetic acid). The solvent is CCCCCC (hexane), CCCCCC (hexane). The product is C(C)(=O)O.OCCN1C(=NCC1)CCCCCCCCCCC (1-(2-Hyrdoxyethyl)-2-undecyl-2-imidazoline acetate). RXN SMILES: [OH:1][CH2:2][CH2:3][N:4]1[CH2:8][CH2:7][N:6]=[C:5]1[CH2:9][CH2:10][CH2:11][CH2:12][CH2:13][CH2:14][CH2:15][CH2:16][CH2:17][CH2:18][CH3:19].[C:20]([OH:23])(=[O:22])[CH3:21]>CCCCCC>[C:20]([OH:23])(=[O:22])[CH3:21].[OH:1][CH2:2][CH2:3][N:4]1[CH2:8][CH2:7][N:6]=[C:5]1[CH2:9][CH2:10][CH2:11][CH2:12][CH2:13][CH2:14][CH2:15][CH2:16][CH2:17][CH2:18][CH3:19] |f:3.4|. Procedure: 34 g (127 mmoles) 1-(2-Hyrdoxyethyl)-2-undecyl-2-imidazoline was dissolved in 300 ml of hexane and 8.5 g (14.2 mmoles) of acetic acid in 50 ml of hexane were reacted. The precipitate was filtered and then dried at 40°-50° C. under high vacuum for 5 hours. Yield 40.7 g (97.8%). The compound was hydroscopic and was hydrated to a gel upon absorbing moisture. As a reaction SMILES: [CH3:1]/[C:2](/[CH2:12][CH2:13]/[CH:14]=[C:15](\[CH3:22])/[CH2:16][CH2:17][CH:18]=[C:19]([CH3:21])[CH3:20])=[CH:3]/[CH2:4][O:5][CH:6]1[CH2:11][CH2:10][CH2:9][CH2:8][O:7]1.O.BrN1C(=[O:30])CCC1=O>C(COC)OC>[CH3:20][C:19]([CH:18]([OH:30])[CH2:17][CH2:16]/[C:15](/[CH3:22])=[CH:14]/[CH2:13][CH2:12]/[C:2](/[CH3:1])=[CH:3]\[CH2:4][O:5][CH:6]1[CH2:11][CH2:10][CH2:9][CH2:8][O:7]1)=[CH2:21]. Run at time 2 hour. The reactants are O (water), O (water), BrN1C(CCC1=O)=O (N-bromosuccinimide), C/C(=C/COC1OCCCC1)/CC\C=C(\CCC=C(C)C)/C (tetrahydro-2-[[(2Z,6E)-3,7,11-trimethyl-2,6,10-dodecatrienyl]oxy]-2H-pyran). Yields the product CC(=C)C(CC\C(=C\CC\C(=C/COC1OCCCC1)\C)\C)O ((6E,10Z)-2,6,10-trimethyl-12-[(tetrahydro-2H-pyran-2-yl)oxy]-1,6,10-dodecatrien-3-ol). Solvent: C(OC)COC (monoglyme). Procedure: A solution of 2 g (0.0065 mol) of tetrahydro-2-[[(2Z,6E)-3,7,11-trimethyl-2,6,10-dodecatrienyl]oxy]-2H-pyran dissolved in 13 ml of monoglyme and 2.6 ml of water is treated portionwise at -10° with 1.3 g of N-bromosuccinimide. The mixture is subsequently stirred at 0° for 1/4 hour and at room temperature for 2 hours. The reaction solution is poured into 100 ml of water and extracted with ethyl acetate. The organic phase is washed with saturated sodium chloride solution. After drying and removing ... Reactants: [Br-], CC[Mg+], C1CCOC1, COC(=O)c1ccc(C=O)cc1. Yields the product CCC(O)c1ccc(C(=O)OC)cc1. RXN SMILES: [Br-:13].[CH2:14]([CH3:15])[Mg+:16].[CH2:17]1[O:18][CH2:19][CH2:20][CH2:21]1.[CH3:1][O:2][C:3]([c:4]1[cH:5][cH:6][c:7]([CH:10]=[O:11])[cH:8][cH:9]1)=[O:12]>>[CH3:1][O:2][C:3]([c:4]1[cH:5][cH:6][c:7]([CH:10]([OH:11])[CH2:14][CH3:15])[cH:8][cH:9]1)=[O:12]. RXN SMILES: [CH:28]([O-:29])=[O:30].[Cl:31][CH2:32][CH2:33][Cl:34].[N:1]1([CH2:7][CH2:8][CH2:9][C:10](=[O:11])[OH:12])[CH2:2][CH2:3][CH2:4][CH2:5][CH2:6]1.[nH:13]1[cH:14][c:15](-[c:22]2[cH:23][c:24]([NH2:27])[nH:25][n:26]2)[c:16]2[cH:17][cH:18][cH:19][cH:20][c:21]12>>[N:1]1([CH2:7][CH2:8][CH2:9][C:10](=[O:12])[NH:27][c:24]2[cH:23][c:22](-[c:15]3[cH:14][nH:13][c:21]4[c:16]3[cH:17][cH:18][cH:19][cH:20]4)[n:26][nH:25]2)[CH2:2][CH2:3][CH2:4][CH2:5][CH2:6]1. Yields the product O=C(CCCN1CCCCC1)Nc1cc(-c2c[nH]c3ccccc23)n[nH]1. The reactants are O=C[O-], ClCCCl, O=C(O)CCCN1CCCCC1, Nc1cc(-c2c[nH]c3ccccc23)n[nH]1. Starting materials: FC1=CC=C(C=C1)C1N=C(N(C1)C(=O)OC(C)(C)C)SC (4-Fluorophenyl-2-methylthio-4,5-dihydro-imidazole-1-carboxylic acid, tert-butyl ester), C(C1=CC=CC=C1)N (benzylamine). The solvent is CO (MeOH). Conditions: temperature 100 celsius. Product: C(C)(C)(C)OC(=O)N1C(=N[C@H]([C@H]1C1=CC=C(C=C1)F)C1=CC=C(C=C1)F)NCC1=CC=CC=C1 (2-(Benzylamino)-cis-4,5-bis-(4-fluorophenyl)-4,5-dihydro-imidazole-1-carboxylic acid tert-butyl ester). Yield: 123.2%. RXN SMILES: [F:1][C:2]1[CH:7]=[CH:6][C:5]([CH:8]2[CH2:12][N:11]([C:13]([O:15][C:16]([CH3:19])([CH3:18])[CH3:17])=[O:14])[C:10](SC)=[N:9]2)=[CH:4][CH:3]=1.[CH2:22]([NH2:29])[C:23]1[CH:28]=[CH:27][CH:26]=[CH:25][CH:24]=1>CO>[C:16]([O:15][C:13]([N:11]1[C@H:12]([C:5]2[CH:6]=[CH:7][C:2]([F:1])=[CH:3][CH:4]=2)[C@H:8]([C:5]2[CH:6]=[CH:7][C:2]([F:1])=[CH:3][CH:4]=2)[N:9]=[C:10]1[NH:29][CH2:22][C:23]1[CH:28]=[CH:27][CH:26]=[CH:25][CH:24]=1)=[O:14])([CH3:19])([CH3:18])[CH3:17]. Reported procedure: A mixture of intermediate 62 (0.5 g, 1.24 mmol), benzylamine (0.680 mL, 6.2 mmol) and MeOH (0.1 mL) is heated at 100° C. overnight. The reaction mixture is cooled to RT and purified by chromatography on silica gel; gradient elution with heptane:EtOAc (75:25-60:40) gives 0.354 g of the product 160. 1H NMR (CDCl3) δ 7.55-7.25 (m, 6 H), 6.95-6.85 (m, 2 H), 6.80-6.60 (m, 6 H), 5.45-5.20 (m, 2 H), 4.75-4.55 (m, 2 H), 1.16 (s, 9 H) The reactants are O=C1CCC(=O)N1Br, O=C(OOC(=O)c1ccccc1)c1ccccc1, ClC(Cl)(Cl)Cl, Cc1ccc(C(=O)c2ccccc2)cc1. Product: O=C(c1ccccc1)c1ccc(CBr)cc1. Reaction SMILES: [Br:16][N:17]1[C:18](=[O:19])[CH2:20][CH2:21][C:22]1=[O:23].[C:24]([O:25][O:26][C:27](=[O:28])[c:29]1[cH:30][cH:31][cH:32][cH:33][cH:34]1)(=[O:35])[c:36]1[cH:37][cH:38][cH:39][cH:40][cH:41]1.[C:42]([Cl:43])([Cl:44])([Cl:45])[Cl:46].[CH3:1][c:2]1[cH:3][cH:4][c:5]([C:6](=[O:7])[c:8]2[cH:9][cH:10][cH:11][cH:12][cH:13]2)[cH:14][cH:15]1>>[CH2:1]([c:2]1[cH:3][cH:4][c:5]([C:6](=[O:7])[c:8]2[cH:9][cH:10][cH:11][cH:12][cH:13]2)[cH:14][cH:15]1)[Br:16]. Reactants: N#Cc1cc(Br)ccc1F, C1CCOC1, CC(C)[N-]C(C)C, CON(C)C(=O)C1CCN(C(=O)OC(C)(C)C)CC1, CCOC(C)=O, [Cl-], [Li+], [NH4+]. Yields the product CC(C)(C)OC(=O)N1CCC(C(=O)c2cc(Br)cc(C#N)c2F)CC1. As a reaction SMILES: [Br:1][c:2]1[cH:3][cH:4][c:5]([F:10])[c:6]([C:7]#[N:8])[cH:9]1.[CH2:40]1[O:41][CH2:42][CH2:43][CH2:44]1.[CH3:12][CH:13]([N-:14][CH:15]([CH3:16])[CH3:17])[CH3:18].[CH3:19][N:20]([C:21](=[O:22])[CH:23]1[CH2:24][CH2:25][N:26]([C:29](=[O:30])[O:31][C:32]([CH3:33])([CH3:34])[CH3:35])[CH2:27][CH2:28]1)[O:36][CH3:37].[CH3:45][CH2:46][O:47][C:48](=[O:49])[CH3:50].[Cl-:38].[Li+:11].[NH4+:39]>>[Br:1][c:2]1[cH:3][c:4]([C:21](=[O:22])[CH:23]2[CH2:24][CH2:25][N:26]([C:29](=[O:30])[O:31][C:32]([CH3:33])([CH3:34])[CH3:35])[CH2:27][CH2:28]2)[c:5]([F:10])[c:6]([C:7]#[N:8])[cH:9]1. Reactants: Cc1ccc(N)cc1, CCO, O=Cc1ccccc1[N+](=O)[O-]. The product is Cc1ccc(N=Cc2ccccc2[N+](=O)[O-])cc1. Reaction SMILES: [CH3:1][c:2]1[cH:3][cH:4][c:5]([NH2:6])[cH:7][cH:8]1.[CH3:20][CH2:21][OH:22].[N+:9](=[O:10])([O-:11])[c:12]1[c:13]([CH:14]=[O:15])[cH:16][cH:17][cH:18][cH:19]1>>[CH3:1][c:2]1[cH:3][cH:4][c:5]([N:6]=[CH:14][c:13]2[c:12]([N+:9](=[O:10])[O-:11])[cH:19][cH:18][cH:17][cH:16]2)[cH:7][cH:8]1.